The task is: describe an organic reaction: reactants, conditions, products, and yield. This data is from the Open Reaction Database (ORD), a public repository of structured organic reaction records. The reactants are CS(=O)(=O)c1ccc(C23CCC(NC(=S)NC(=O)c4ccccc4)(CC2)CC3)cc1, O=C([O-])[O-], C1CCOC1, CO, [K+], [K+], O. The product is CS(=O)(=O)c1ccc(C23CCC(NC(N)=S)(CC2)CC3)cc1. Reaction SMILES: [C:1](=[O:2])([c:3]1[cH:4][cH:5][cH:6][cH:7][cH:8]1)[NH:9][C:10](=[S:11])[NH:12][C:13]12[CH2:14][CH2:15][C:16]([c:21]3[cH:22][cH:23][c:24]([S:27](=[O:28])(=[O:29])[CH3:30])[cH:25][cH:26]3)([CH2:17][CH2:18]1)[CH2:19][CH2:20]2.[C:31](=[O:32])([O-:33])[O-:34].[CH2:37]1[O:38][CH2:39][CH2:40][CH2:41]1.[CH3:42][OH:43].[K+:35].[K+:36].[OH2:44]>>[NH2:9][C:10](=[S:11])[NH:12][C:13]12[CH2:14][CH2:15][C:16]([c:21]3[cH:22][cH:23][c:24]([S:27](=[O:28])(=[O:29])[CH3:30])[cH:25][cH:26]3)([CH2:17][CH2:18]1)[CH2:19][CH2:20]2. RXN SMILES: [CH2:1]([c:2]1[cH:3][cH:4][cH:5][cH:6][cH:7]1)[O:8][c:9]1[n:10][c:11]([NH:15][c:16]2[cH:17][c:18](-[c:23]3[cH:24][n:25][c:26]([C:28]([C:29]([F:30])([F:31])[F:32])([CH3:33])[OH:34])[s:27]3)[cH:19][c:20]([CH3:22])[cH:21]2)[n:12][cH:13][cH:14]1.[CH3:35][CH2:36][OH:37].[CH3:38][C:39](=[O:40])[OH:41].[CH3:44][OH:45].[CH3:46][CH2:47][O:48][C:49](=[O:50])[CH3:51].[H:42][H:43]>>[OH:8][c:9]1[n:10][c:11]([NH:15][c:16]2[cH:17][c:18](-[c:23]3[cH:24][n:25][c:26]([C:28]([C:29]([F:30])([F:31])[F:32])([CH3:33])[OH:34])[s:27]3)[cH:19][c:20]([CH3:22])[cH:21]2)[n:12][cH:13][cH:14]1. The reactants are Cc1cc(Nc2nccc(OCc3ccccc3)n2)cc(-c2cnc(C(C)(O)C(F)(F)F)s2)c1, CCO, CC(=O)O, CO, CCOC(C)=O, [H][H]. Product: Cc1cc(Nc2nccc(O)n2)cc(-c2cnc(C(C)(O)C(F)(F)F)s2)c1. Product: CC1NC(C2=CC(=CC=C2C1)C(F)(F)F)=O (3-Methyl-7-trifluoromethyl-3,4-dihydro-2H-isoquinolin-1-one). RXN SMILES: C([O:3][C:4](=O)[NH:5][CH:6]([CH3:18])[CH2:7][C:8]1[CH:13]=[CH:12][C:11]([C:14]([F:17])([F:16])[F:15])=[CH:10][CH:9]=1)C.O=P12OP3(OP(OP(O3)(O1)=O)(=O)O2)=O.C(OC(=O)C)C>O=P(Cl)(Cl)Cl.CCCCCC>[CH3:18][CH:6]1[CH2:7][C:8]2[C:13](=[CH:12][C:11]([C:14]([F:17])([F:16])[F:15])=[CH:10][CH:9]=2)[C:4](=[O:3])[NH:5]1. Reported procedure: [1-Methyl-2-(4-trifluoromethyl-phenyl)-ethyl]-carbamic acid ethyl ester (I-43c: 420 mg, 1.525 mmol) in POCl3 (4.2 mL) was refluxed with P2O5 (433 mg, 3.05 mmol) at 110° C. for 2 hours to afford the crude product. The reaction was monitored by TLC (20% ethylacetate in hexane). Purification by column chromatography on silica gel (40% ethylacetate in hexane) afforded 40 mg of the product (11.46% yield). Yield: 11.4%. Starting materials: C(C)OC(NC(CC1=CC=C(C=C1)C(F)(F)F)C)=O ([1-Methyl-2-(4-trifluoromethyl-phenyl)-ethyl]-carbamic acid ethyl ester), O=P12OP3(=O)OP(=O)(O1)OP(=O)(O2)O3 (P2O5), C(C)OC(C)=O (ethylacetate). Solvent: CCCCCC (hexane), O=P(Cl)(Cl)Cl (POCl3). The reactants are CC(=O)O, CO, NCCc1ccccc1, CC(C)(C)OC(=O)N1CCC(=O)CC1, O. The product is CC(C)(C)OC(=O)N1CCC(NCCc2ccccc2)CC1. Reaction SMILES: [CH3:24][C:25](=[O:26])[OH:27].[CH3:29][OH:30].[NH2:15][CH2:16][CH2:17][c:18]1[cH:19][cH:20][cH:21][cH:22][cH:23]1.[O:1]=[C:2]1[CH2:3][CH2:4][N:5]([C:8](=[O:9])[O:10][C:11]([CH3:12])([CH3:13])[CH3:14])[CH2:6][CH2:7]1.[OH2:28]>>[CH:2]1([NH:15][CH2:16][CH2:17][c:18]2[cH:19][cH:20][cH:21][cH:22][cH:23]2)[CH2:3][CH2:4][N:5]([C:8](=[O:9])[O:10][C:11]([CH3:12])([CH3:13])[CH3:14])[CH2:6][CH2:7]1. Starting materials: CC(=O)C1=NN(C(=C1S(=O)C)N)C2=C(C=C(C=C2Cl)C(F)(F)F)Cl (acetoprole), COC1=C/C(=C/NC2=C(C(=NN2C3=C(C=C(C=C3Cl)C(F)(F)F)Cl)C#N)SC(F)(F)F)/C=CC1=O (vaniliprole), C1=CC=NC(=C1)CNC2=C(C(=NN2C3=C(C=C(C=C3Cl)C(F)(F)F)Cl)C#N)SC(F)F (pyriprole), CC[S+](C=1C(=NN(C1N)C=2C(=CC(=CC2Cl)C(F)(F)F)Cl)C#N)[O-] (ethiprole), C=1C(=CC(=C(C1Cl)N2C(=C(C(=N2)C#N)[S+](C(F)(F)F)[O-])N)Cl)C(F)(F)F (fipronil), C1=CN=C(C=N1)CNC2=C(C(=NN2C3=C(C=C(C=C3Cl)C(F)(F)F)Cl)C#N)SCF (pyrafluprole). The product is C1(=CC=CC=C1)C1=NNC=C1 (Phenylpyrazole). Reaction SMILES: CC(C1C(S(C)=O)=C(N)N([C:13]2[C:18](Cl)=[CH:17][C:16]([C:20](F)(F)F)=[CH:15][C:14]=2Cl)N=1)=O.CC[S+]([O-])[C:28]1[C:29](C#N)=[N:30][N:31](C2C(Cl)=CC(C(F)(F)F)=CC=2Cl)C=1N.C1C(C(F)(F)F)=CC(Cl)=C(N2N=C(C#N)C([S+]([O-])C(F)(F)F)=C2N)C=1Cl.COC1C(=O)C=C/C(=C\NC2N(C3C(Cl)=CC(C(F)(F)F)=CC=3Cl)N=C(C#N)C=2SC(F)(F)F)/C=1.C1C=C(CNC2N(C3C(Cl)=CC(C(F)(F)F)=CC=3Cl)N=C(C#N)C=2SC(F)F)N=CC=1.C1N=CC(CNC2N(C3C(Cl)=CC(C(F)(F)F)=CC=3Cl)N=C(C#N)C=2SCF)=NC=1>>[C:16]1([C:20]2[CH:28]=[CH:29][NH:30][N:31]=2)[CH:15]=[CH:14][CH:13]=[CH:18][CH:17]=1. Reported procedure: acetoprole, ethiprole, fipronil, vaniliprole, pyriprole, and pyrafluprole. Reactants: NN (hydrazine), N1=C(C=CC=C1)C(=O)OCC (ethyl pyridine-2-carboxylate), N1=C(C=CC=C1)C(=O)OCC (ethyl picolinate). Run in C(C)O (ethanol). Yields the product N1=C(C=CC=C1)C(=O)NN (pyridine-2-carboxylic acid hydrazide). Reaction SMILES: [NH2:1][NH2:2].[N:3]1[CH:8]=[CH:7][CH:6]=[CH:5][C:4]=1[C:9]([O:11]CC)=O>C(O)C>[N:3]1[CH:8]=[CH:7][CH:6]=[CH:5][C:4]=1[C:9]([NH:1][NH2:2])=[O:11]. Reported procedure: Pyridine-2-carboxylic acid hydrazide is prepared as follows: 230 g (228 mL) of anhydrous hydrazine is added, over a period of 10-15 minutes, to a stirred solution of 977.4 g of ethyl pyridine-2-carboxylate ((ethyl picolinate) in 1750 mL of anhydrous ethanol. The reaction is exothermic. The solution is stirred and refluxed for 5 hours, then stirred at room temperature overnight. The crystalline product is filtered off, washed first with anhydrous alcohol and then with anhydrous ether, and air-dri... Starting materials: O (Water), O(C1=CC=CC=C1)C1=CC=C(C=C1)C1=CNC=2N=CN=C(C21)N (5-(4-Phenoxyphenyl)-7H-pyrrolo[2,3-d]pyrimidin-4-ylamine), C(C)(C)S(=O)(=O)Cl (isopropylsulphonyl chloride), [H-].[Na+] (sodium hydride). The solvent is CN(C=O)C (dimethylformamide). Yields the product C(C)(C)S(=O)(=O)N1C=C(C2=C1N=CN=C2N)C2=CC=C(C=C2)OC2=CC=CC=C2 (7-isopropylsulphonyl-5-(4-phenoxyphenyl)-7H-pyrrolo[2,3-d]pyrimidin-4-ylamine). As a reaction SMILES: [O:1]([C:8]1[CH:13]=[CH:12][C:11]([C:14]2[C:22]3[C:21]([NH2:23])=[N:20][CH:19]=[N:18][C:17]=3[NH:16][CH:15]=2)=[CH:10][CH:9]=1)[C:2]1[CH:7]=[CH:6][CH:5]=[CH:4][CH:3]=1.[H-].[Na+].[CH:26]([S:29](Cl)(=[O:31])=[O:30])([CH3:28])[CH3:27].O>CN(C)C=O>[CH:26]([S:29]([N:16]1[C:17]2[N:18]=[CH:19][N:20]=[C:21]([NH2:23])[C:22]=2[C:14]([C:11]2[CH:10]=[CH:9][C:8]([O:1][C:2]3[CH:7]=[CH:6][CH:5]=[CH:4][CH:3]=3)=[CH:13][CH:12]=2)=[CH:15]1)(=[O:31])=[O:30])([CH3:28])[CH3:27] |f:1.2|. Procedure details: 5-(4-Phenoxyphenyl)-7H-pyrrolo[2,3-d]pyrimidin-4-ylamine (1.57 g) was dissolved in dry dimethylformamide (30 ml) and then sodium hydride (0.22 g of a 60% dispersion in mineral oil) was added with stirring. The mixture was stirred for 30 minutes and then isopropylsulphonyl chloride (0.74 g) was added and the mixture was stirred at ambient temperature for 18 hours. Water was added to the mixture until no further precipitation occurred. The solid was collected by filtration and purified by flash co... Starting materials: FC(OC1=CC=C(C=C1)OS(=O)(=O)C1=CC=C(C=C1)C)(F)F (toluene-4-sulfonic acid 4-trifluoromethoxy-phenyl ester), C(#C)C1=CCCCC1 (1-ethynyl-cyclohexene). Solvent: CCCCCCC (heptane). The product is C1(=CCCCC1)C#CC1=CC=C(C=C1)OC(F)(F)F (1-Cyclohex-1-enylethynyl-4-trifluoromethoxy-benzene). As a reaction SMILES: [F:1][C:2]([F:22])([F:21])[O:3][C:4]1[CH:9]=[CH:8][C:7](OS(C2C=CC(C)=CC=2)(=O)=O)=[CH:6][CH:5]=1.[C:23]([C:25]1[CH2:30][CH2:29][CH2:28][CH2:27][CH:26]=1)#[CH:24]>CCCCCCC>[C:25]1([C:23]#[C:24][C:7]2[CH:6]=[CH:5][C:4]([O:3][C:2]([F:1])([F:21])[F:22])=[CH:9][CH:8]=2)[CH2:30][CH2:29][CH2:28][CH2:27][CH:26]=1. Procedure: This product was prepared from toluene-4-sulfonic acid 4-trifluoromethoxy-phenyl ester and 1-ethynyl-cyclohexene following the general procedure for the Sonogashira cross-coupling process described above. Chromatography eluent: heptane; yield (110 mg, 83%); 1H NMR δ (CDCl3): 7.41 (d, J=8.38 Hz, 2H), 7.21 (d, J=8.37 Hz, 2H), 6.28 (m, 1H), 2.17 (dm, 4H), 1.63 (dm, 4H); LCMS m/z: 266.